Dataset: the Open Reaction Database (ORD), a public repository of structured organic reaction records. Task: describe an organic reaction: reactants, conditions, products, and yield Starting materials: C1(=CC=CC=C1)C(C1=CC=CC=C1)OC(=O)C1=C(CS[C@H]2N1C([C@H]2NC([C@H](O)C2=CC=CC=C2)=O)=O)SC(SC=2N=NNC2)C(C2=CC=CC=C2)(C2=CC=CC=C2)C2=CC=CC=C2 (7β-D-mandelamido-3-(trityl-1,2,3-triazol-4-ylthiomethylthio)-3-cephem-4-carboxylic acid diphenylmethyl ester), FC(C(=O)O)(F)F (trifluoroacetic acid). Solvent: CO (methanol), C1(=CC=CC=C1)OC (anisole), ClCCl (dichloromethane). Reaction conditions: time 20 minute. Yields the product C([C@H](O)C1=CC=CC=C1)(=O)N[C@H]1[C@@H]2N(C(=C(CS2)SCSC=2N=NNC2)C(=O)O)C1=O (7β-D-mandelamido-3-(1,2,3-triazol-4-ylthiomethylthio)-3-cephem-4-carboxylic acid). The yield is 24.6%. As a reaction SMILES: C1(C([O:14][C:15]([C:17]2[N:22]3[C:23](=[O:36])[C@@H:24]([NH:25][C:26](=[O:35])[C@@H:27]([C:29]4[CH:34]=[CH:33][CH:32]=[CH:31][CH:30]=4)[OH:28])[C@H:21]3[S:20][CH2:19][C:18]=2[S:37][CH:38](C(C2C=CC=CC=2)(C2C=CC=CC=2)C2C=CC=CC=2)[S:39][C:40]2[N:41]=[N:42][NH:43][CH:44]=2)=[O:16])C2C=CC=CC=2)C=CC=CC=1.FC(F)(F)C(O)=O>C1(OC)C=CC=CC=1.ClCCl.CO>[C:26]([NH:25][C@@H:24]1[C:23](=[O:36])[N:22]2[C:17]([C:15]([OH:16])=[O:14])=[C:18]([S:37][CH2:38][S:39][C:40]3[N:41]=[N:42][NH:43][CH:44]=3)[CH2:19][S:20][C@H:21]12)(=[O:35])[C@@H:27]([C:29]1[CH:34]=[CH:33][CH:32]=[CH:31][CH:30]=1)[OH:28]. Procedure details: To a solution of 7β-D-mandelamido-3-(trityl-1,2,3-triazol-4-ylthiomethylthio)-3-cephem-4-carboxylic acid diphenylmethyl ester (445 mg: 0.502 mMol.) in a mixture of anisole (0.8 ml) and dichloromethane (2 ml) under ice cooling is added trifluoroacetic acid (2 ml), and the mixture is stirred under ice cooling for 30 minutes and at room temperature for 20 minutes. The reaction mixture is diluted with methanol (10 ml) and concentrated. The residue is dissolved in dilute aqueous sodium hydrogen carbo... The reactants are CO (methanol), O1CCOC2=C1C=CC(=C2)CN(C(OC(C)(C)C)=O)C2CCN(CC2)CCN2C(C=C(C1=CC=C(C=C21)N2C=NC=C2)C)=O (tert-butyl (2,3-dihydro-1,4-benzodioxin-6-ylmethyl)(1-(2-(7-(1H-imidazol-1-yl)-4-methyl-2-oxoquinolin-1(2H)-yl)ethyl)piperidin-4-yl)carbamate), Cl.C(C)(=O)OCC (hydrogen chloride ethyl acetate). Run in C(C)(=O)OCC (Ethyl acetate). Conditions: time 2 hour. The product is Cl.O1CCOC2=C1C=CC(=C2)CNC2CCN(CC2)CCN2C(C=C(C1=CC=C(C=C21)N2C=NC=C2)C)=O (1-(2-(4-((2,3-dihydro-1,4-benzodioxin-6-ylmethyl)amino)piperidin-1-yl)ethyl)-7-(1H-imidazol-1-yl)-4-methylquinolin-2(1H)-one hydrochloride). As a reaction SMILES: CO.[O:3]1[C:8]2[CH:9]=[CH:10][C:11]([CH2:13][N:14]([CH:22]3[CH2:27][CH2:26][N:25]([CH2:28][CH2:29][N:30]4[C:39]5[C:34](=[CH:35][CH:36]=[C:37]([N:40]6[CH:44]=[CH:43][N:42]=[CH:41]6)[CH:38]=5)[C:33]([CH3:45])=[CH:32][C:31]4=[O:46])[CH2:24][CH2:23]3)C(=O)OC(C)(C)C)=[CH:12][C:7]=2[O:6][CH2:5][CH2:4]1.[ClH:47].C(OCC)(=O)C>C(OCC)(=O)C>[ClH:47].[O:3]1[C:8]2[CH:9]=[CH:10][C:11]([CH2:13][NH:14][CH:22]3[CH2:27][CH2:26][N:25]([CH2:28][CH2:29][N:30]4[C:39]5[C:34](=[CH:35][CH:36]=[C:37]([N:40]6[CH:44]=[CH:43][N:42]=[CH:41]6)[CH:38]=5)[C:33]([CH3:45])=[CH:32][C:31]4=[O:46])[CH2:24][CH2:23]3)=[CH:12][C:7]=2[O:6][CH2:5][CH2:4]1 |f:2.3,5.6|. Procedure details: To 0.5 mL of methanol solution containing 45 mg of tert-butyl (2,3-dihydro-1,4-benzodioxin-6-ylmethyl)(1-(2-(7-(1H-imidazol-1-yl)-4-methyl-2-oxoquinolin-1(2H)-yl)ethyl)piperidin-4-yl)carbamate, 1 mL of 4 mol/L hydrogen chloride/ethyl acetate solution was added at room temperature, and stirred for 2 hours. Ethyl acetate was added, and the resulting solid was filtered to give 32 mg of 1-(2-(4-((2,3-dihydro-1,4-benzodioxin-6-ylmethyl)amino)piperidin-1-yl)ethyl)-7-(1H-imidazol-1-yl)-4-methylquinolin...